This data is from the Open Reaction Database (ORD), a public repository of structured organic reaction records. The task is: describe an organic reaction: reactants, conditions, products, and yield Starting materials: BrCCCCBr, COC(=O)c1ccc(CCC(C=Cc2ccccc2O)Cc2ccc(C#N)cc2)cc1, O=C([O-])[O-], CC#N, [K+], [K+]. The product is COC(=O)c1ccc(CCC(C=Cc2ccccc2OCCCCBr)Cc2ccc(C#N)cc2)cc1. Reaction SMILES: [Br:32][CH2:33][CH2:34][CH2:35][CH2:36][Br:37].[C:1](#[N:2])[c:3]1[cH:4][cH:5][c:6]([CH2:7][CH:8]([CH2:9][CH2:10][c:11]2[cH:12][cH:13][c:14]([C:15](=[O:16])[O:17][CH3:18])[cH:19][cH:20]2)[CH:21]=[CH:22][c:23]2[c:24]([OH:29])[cH:25][cH:26][cH:27][cH:28]2)[cH:30][cH:31]1.[C:38](=[O:39])([O-:40])[O-:41].[CH3:44][C:45]#[N:46].[K+:42].[K+:43]>>[C:1](#[N:2])[c:3]1[cH:4][cH:5][c:6]([CH2:7][CH:8]([CH2:9][CH2:10][c:11]2[cH:12][cH:13][c:14]([C:15](=[O:16])[O:17][CH3:18])[cH:19][cH:20]2)[CH:21]=[CH:22][c:23]2[c:24]([O:29][CH2:36][CH2:35][CH2:34][CH2:33][Br:32])[cH:25][cH:26][cH:27][cH:28]2)[cH:30][cH:31]1. Starting materials: CNC (dimethylamine), C(C)(C)O (isopropanol), NN1C(=NN(C(C1=O)F)C(C)(C)C)SC (4-amino-6-fluoro-tert.-butyl-3-methylthio-1,2,4-triazin-5-one). Yields the product NN1C(=NN(C(C1=O)F)C(C)(C)C)N(C)C (4-amino-3-dimethylamino-6-fluoro-tert.-butyl-1,2,4-triazin-5-one). RXN SMILES: [CH3:1][NH:2][CH3:3].C(O)(C)C.[NH2:8][N:9]1[C:14](=[O:15])[CH:13]([F:16])[N:12]([C:17]([CH3:20])([CH3:19])[CH3:18])[N:11]=[C:10]1SC>C(O)(=O)C>[NH2:8][N:9]1[C:14](=[O:15])[CH:13]([F:16])[N:12]([C:17]([CH3:20])([CH3:19])[CH3:18])[N:11]=[C:10]1[N:2]([CH3:3])[CH3:1]. Solvent: C(C)(=O)O (acetic acid). Reported procedure: 13.6 g (0.3 mole) of dimethylamine were introduced into a mixture of 350 ml of isopropanol and 12 g of glacial acetic acid, while cooling with ice. 21.8 g (0.1 mole) of 4-amino-6-fluoro-tert.-butyl-3-methylthio-1,2,4-triazin-5-one (obtained as described in Example 2) were then added to this reaction solution. The mixture was allowed to warm to room temperature and was then heated under reflux for 15 hours. Thereafter, the reaction mixture was concentrated and the oily residue was stirred into wa... Isolated yield 68.8%.